From a dataset of the Open Reaction Database (ORD), a public repository of structured organic reaction records. describe an organic reaction: reactants, conditions, products, and yield The reactants are N1CCNCCNCCNCC1 (1,4,7,10-tetraazacyclododecane), Cl.Cl.Cl.Cl.N1NNNCCCCCCCC1 (tetraazacyclododecane tetrahydrochloride), C(OCC)([O-])([O-])[O-] (ethyl orthocarbonate). Run in C(C)O (ethyl alcohol). Conditions: temperature 100 celsius, time 8 hour. Product: [Cl-].C1N2C3=[N+](CCN3C1)CCNCC2 (1,2,3,4,6,7,8,9-octahydro-5H-4a-azonia-2a,7,9a-triazacycloocta[cd]pentalene chloride). Yield: 91.7%. Reaction SMILES: [NH:1]1[CH2:12][CH2:11][NH:10][CH2:9][CH2:8][NH:7][CH2:6][CH2:5][NH:4][CH2:3][CH2:2]1.[ClH:13].Cl.Cl.Cl.N1CCCCCCC[CH2:21]NNN1.C([O-])([O-])([O-])OCC>C(O)C>[Cl-:13].[CH2:2]1[CH2:3][N:4]2[C:21]3=[N+:7]([CH2:8][CH2:9][NH:10][CH2:11][CH2:12][N:1]13)[CH2:6][CH2:5]2 |f:1.2.3.4.5,8.9|. Procedure details: A mixture of 0.52 g of 1,4,7,10-tetraazacyclododecane, 0.32 g of tetraazacyclododecane tetrahydrochloride, 0.77 g of ethyl orthocarbonate, and 5 ml of absolute ethyl alcohol was heated with stirring on a steam bath (ca. 100°C) for 8 hours. The nmr spectrum of a small sample of the mixture indicated that the desired reaction was about 75-80% complete. The mixture was heated with stirring on a steam bath for 19 hours more. Volatile materials were evaporated under reduced pressure, and the residue ...